From a dataset of the Open Reaction Database (ORD), a public repository of structured organic reaction records. describe an organic reaction: reactants, conditions, products, and yield Starting materials: CCCCCCc1cccc(-c2nc(I)c(C(=O)N3CCC(N4CCCC4CO)CC3)n2C)c1, OB(O)c1cccnc1. Product: CCCCCCc1cccc(-c2nc(-c3cccnc3)c(C(=O)N3CCC(N4CCCC4CO)CC3)n2C)c1. As a reaction SMILES: [CH2:1]([CH2:2][CH2:3][CH2:4][CH2:5][CH3:6])[c:7]1[cH:8][c:9](-[c:13]2[n:14][c:15]([I:34])[c:16]([C:19](=[O:20])[N:21]3[CH2:22][CH2:23][CH:24]([N:27]4[CH:28]([CH2:32][OH:33])[CH2:29][CH2:30][CH2:31]4)[CH2:25][CH2:26]3)[n:17]2[CH3:18])[cH:10][cH:11][cH:12]1.[n:35]1[cH:36][c:37]([B:41]([OH:42])[OH:43])[cH:38][cH:39][cH:40]1>>[CH2:1]([CH2:2][CH2:3][CH2:4][CH2:5][CH3:6])[c:7]1[cH:8][c:9](-[c:13]2[n:14][c:15](-[c:37]3[cH:36][n:35][cH:40][cH:39][cH:38]3)[c:16]([C:19](=[O:20])[N:21]3[CH2:22][CH2:23][CH:24]([N:27]4[CH:28]([CH2:32][OH:33])[CH2:29][CH2:30][CH2:31]4)[CH2:25][CH2:26]3)[n:17]2[CH3:18])[cH:10][cH:11][cH:12]1. Reactants: ClS(=O)(=O)O (chlorosulfonic acid), CCCCCCC (heptane), O[C@@]12[C@]3(CCC(C=C3CC[C@H]1[C@@H]1CCC([C@@]1(C)CC2)=O)=O)C (9α-Hydroxyandrostenedione), O (Water). The solvent is C(Cl)Cl (methylene chloride), C(Cl)Cl (methylene chloride). Reaction conditions: time 2 minute. Yields the product C[C@@]12C(CC[C@H]1[C@@H]1CCC3=CC(CC[C@]3(C)C1=CC2)=O)=O (androsta-4,9(11)-diene-3,17-dione). Reaction SMILES: O[C@:2]12[CH2:19][CH2:18][C@@:16]3([CH3:17])[C@@H:12]([CH2:13][CH2:14][C:15]3=[O:20])[C@@H:11]1[CH2:10][CH2:9][C:8]1[C@:3]2([CH3:22])[CH2:4][CH2:5][C:6](=[O:21])[CH:7]=1.ClS(O)(=O)=O.O.CCCCCCC>C(Cl)Cl>[CH3:17][C@:16]12[CH2:18][CH:19]=[C:2]3[C@@H:11]([CH2:10][CH2:9][C:8]4[C@:3]3([CH3:22])[CH2:4][CH2:5][C:6](=[O:21])[CH:7]=4)[C@@H:12]1[CH2:13][CH2:14][C:15]2=[O:20]. Reported procedure: 9α-Hydroxyandrostenedione (5.00 g.) is dissolved in methylene chloride (50 ml.) and cooled to 0°-5°. A solution of chlorosulfonic acid (2.5 ml.) in methylene chloride (10 ml.) is added slowly over a period of 4 minutes. At the end of the addition TLC shows the reaction is completed. Water (60 ml.) is added to the reaction mixture keeping the temperature at 3°-15°. The mixture is stirred for 2 minutes and heptane (135 ml.) is added. The organic phase is separated and washed twice with water (30 m... Reactants: N1=C(C=CC=C1)COC1=CC=C(C=C1)C(=O)N1[C@@H](CCC1)CN1CCCC1 ([4-(Pyridin-2-ylmethoxy)-phenyl]-(2-(S)-pyrrolidin-1-ylmethyl-pyrrolidin-1-yl)-methanone), Cl (HCl). The solvent is C(C)OCC (diethyl ether), CO (methanol), CCOCC (ether). The product is Cl.Cl.N1=C(C=CC=C1)COC1=CC=C(C=C1)C(=O)N1[C@@H](CCC1)CN1CCCC1 ([4-(Pyridin-2-ylmethoxy)-phenyl]-(2-(S)-pyrrolidin-1-ylmethyl-pyrrolidin-1-yl)-methanone dihydrochloric acid salt). Procedure details: To a solution of [4-(Pyridin-2-ylmethoxy)-phenyl]-(2-(S)-pyrrolidin-1-ylmethyl-pyrrolidin-1-yl)-methanone (1.94 g, 5.3 mmol) in diethyl ether and methanol is added a solution of HCl in ether (10.7 mmol, 1M). The mixture is concentrated, and the oily residue is dissolved in a mixture of diethyl ether and methanol and again concentrated. The solid is triturated with petroleum ether, and the solid is dried to yield 2.2 g of a yellowish solid MS (ES+) 1366.3 Reaction SMILES: [N:1]1[CH:6]=[CH:5][CH:4]=[CH:3][C:2]=1[CH2:7][O:8][C:9]1[CH:14]=[CH:13][C:12]([C:15]([N:17]2[CH2:21][CH2:20][CH2:19][C@H:18]2[CH2:22][N:23]2[CH2:27][CH2:26][CH2:25][CH2:24]2)=[O:16])=[CH:11][CH:10]=1.[ClH:28]>C(OCC)C.CO>[ClH:28].[ClH:28].[N:1]1[CH:6]=[CH:5][CH:4]=[CH:3][C:2]=1[CH2:7][O:8][C:9]1[CH:10]=[CH:11][C:12]([C:15]([N:17]2[CH2:21][CH2:20][CH2:19][C@H:18]2[CH2:22][N:23]2[CH2:24][CH2:25][CH2:26][CH2:27]2)=[O:16])=[CH:13][CH:14]=1 |f:4.5.6|. Reactants: CCc1c(C(=O)c2cc(C)cc(C)c2)[nH]c(=O)[nH]c1=O, COc1cc(CBr)cc(OC)c1. Product: CCc1c(C(=O)c2cc(C)cc(C)c2)n(Cc2cc(OC)cc(OC)c2)c(=O)[nH]c1=O. As a reaction SMILES: [CH2:1]([CH3:2])[c:3]1[c:4](=[O:20])[nH:5][c:6](=[O:19])[nH:7][c:8]1[C:9]([c:10]1[cH:11][c:12]([CH3:17])[cH:13][c:14]([CH3:16])[cH:15]1)=[O:18].[CH3:21][O:22][c:23]1[cH:24][c:25]([CH2:26][Br:27])[cH:28][c:29]([O:31][CH3:32])[cH:30]1>>[CH2:1]([CH3:2])[c:3]1[c:4](=[O:20])[nH:5][c:6](=[O:19])[n:7]([CH2:26][c:25]2[cH:24][c:23]([O:22][CH3:21])[cH:30][c:29]([O:31][CH3:32])[cH:28]2)[c:8]1[C:9]([c:10]1[cH:11][c:12]([CH3:17])[cH:13][c:14]([CH3:16])[cH:15]1)=[O:18]. Starting materials: C(C)OC1=C(CC=2NC(C(=C(N2)SC)C#N)=O)C=CC=C1 (2-(2-ethoxybenzyl)-4-(methylsulphanyl)-6-oxo-1,6-dihydro-5-pyrimidinecarbonitrile), N1CCC(CC1)CCO (2-(4-piperidinyl)ethan-1-ol). Run in C(C)#N (acetonitrile). The product is C(C)OC1=C(CC=2NC(C(=C(N2)N2CCC(CC2)CCO)C#N)=O)C=CC=C1 (2-(2-Ethoxybenzyl)-4-[4-(2-hydroxyethyl)-1-piperidinyl]-6-oxo-1,6-dihydro-5-pyrimidinecarbonitrile). RXN SMILES: [CH2:1]([O:3][C:4]1[CH:21]=[CH:20][CH:19]=[CH:18][C:5]=1[CH2:6][C:7]1[NH:8][C:9](=[O:17])[C:10]([C:15]#[N:16])=[C:11](SC)[N:12]=1)[CH3:2].[NH:22]1[CH2:27][CH2:26][CH:25]([CH2:28][CH2:29][OH:30])[CH2:24][CH2:23]1>C(#N)C>[CH2:1]([O:3][C:4]1[CH:21]=[CH:20][CH:19]=[CH:18][C:5]=1[CH2:6][C:7]1[NH:8][C:9](=[O:17])[C:10]([C:15]#[N:16])=[C:11]([N:22]2[CH2:27][CH2:26][CH:25]([CH2:28][CH2:29][OH:30])[CH2:24][CH2:23]2)[N:12]=1)[CH3:2]. Procedure: 0.1 g (0.37 mmol) of 2-(2-ethoxybenzyl)-4-(methylsulphanyl)-6-oxo-1,6-dihydro-5-pyrimidinecarbonitrile is heated with 0.13 g (0.99 mmol) of 2-(4-piperidinyl)ethan-1-ol in 3 ml of acetonitrile at 90° C. under argon for five days. After cooling to room temperature, the crude product is purified by preparative HPLC. 45 mg (43% of theory) of the title compound are obtained as a colourless solid.